describe an organic reaction: reactants, conditions, products, and yield From a dataset of the Open Reaction Database (ORD), a public repository of structured organic reaction records. Reactants: C(=C)C1=CC=NC=C1 (4-vinylpyridine), N1CCC(CC1)N1CCC2=CC=CC=C12 (1-(4-Piperidyl)indoline), resultant mixture. Run in C(C)O (ethanol). Product: N1=CC=C(C=C1)CCN1CCC(CC1)N1CCC2=CC=CC=C12 (1-{1-[2-(4-pyridyl)ethyl]piperidin-4-yl}indoline). The yield is 42.5%. As a reaction SMILES: [NH:1]1[CH2:6][CH2:5][CH:4]([N:7]2[C:15]3[C:10](=[CH:11][CH:12]=[CH:13][CH:14]=3)[CH2:9][CH2:8]2)[CH2:3][CH2:2]1.[CH:16]([C:18]1[CH:23]=[CH:22][N:21]=[CH:20][CH:19]=1)=[CH2:17]>C(O)C>[N:21]1[CH:22]=[CH:23][C:18]([CH2:16][CH2:17][N:1]2[CH2:6][CH2:5][CH:4]([N:7]3[C:15]4[C:10](=[CH:11][CH:12]=[CH:13][CH:14]=4)[CH2:9][CH2:8]3)[CH2:3][CH2:2]2)=[CH:19][CH:20]=1. Procedure details: 1-(4-Piperidyl)indoline (0.1 g) was dissolved in ethanol (5 ml). After adding 4-vinylpyridine (0.16 ml), the resultant mixture was heated under reflux in a nitrogen atmosphere for 12 hr. Then the reaction solution was concentrated under reduced pressure and purified by silica gel column chromatography (toluene/acetone system) to give the title compound (0.064 g) as a colorless oil (yield: 42.5%). Product: COC(=O)C(C)(c1ccc(Cl)cc1)C1CCCC1. The reactants are C1CCOC1, [Li]CCCC, CI, CC(C)NC(C)C, [Cl-], COC(=O)C(c1ccc(Cl)cc1)C1CCCC1, [NH4+]. RXN SMILES: [CH2:27]1[O:28][CH2:29][CH2:30][CH2:31]1.[CH2:32]([Li:33])[CH2:34][CH2:35][CH3:36].[CH3:25][I:26].[CH:1]([NH:2][CH:3]([CH3:4])[CH3:5])([CH3:6])[CH3:7].[Cl-:37].[Cl:8][c:9]1[cH:10][cH:11][c:12]([CH:15]([C:16](=[O:17])[O:18][CH3:19])[CH:20]2[CH2:21][CH2:22][CH2:23][CH2:24]2)[cH:13][cH:14]1.[NH4+:38]>>[CH3:1][C:15]([c:12]1[cH:11][cH:10][c:9]([Cl:8])[cH:14][cH:13]1)([C:16](=[O:17])[O:18][CH3:19])[CH:20]1[CH2:21][CH2:22][CH2:23][CH2:24]1. The reactants are Br, O=N[O-], Nc1nc2cc(Cl)c(Cl)cc2[nH]1, [Na+], O. The product is Clc1cc2nc(Br)[nH]c2cc1Cl. RXN SMILES: [BrH:13].[N:14]([O-:15])=[O:16].[NH2:1][c:2]1[nH:3][c:4]2[c:5]([n:6]1)[cH:7][c:8]([Cl:12])[c:9]([Cl:11])[cH:10]2.[Na+:17].[OH2:18]>>[c:2]1([Br:13])[nH:3][c:4]2[c:5]([n:6]1)[cH:7][c:8]([Cl:12])[c:9]([Cl:11])[cH:10]2.